This data is from the Open Reaction Database (ORD), a public repository of structured organic reaction records. The task is: describe an organic reaction: reactants, conditions, products, and yield The product is N[C@]1(CN(CC1)C1=NC=C(C(=O)NC2=CC=C(C=C2)OC(F)(F)F)C=C1C1=CC=NN1)C(F)(F)F ((R)-6-(3-Amino-3-(trifluoromethyl)pyrrolidin-1-yl)-5-(1H-pyrazol-5-yl)-N-(4-(trifluoromethoxy)phenyl)nicotinamide). Run at temperature 130 celsius, time 8 hour. Solvent: CC(C)O (iPrOH), C(Cl)Cl (DCM). Procedure details: (R)-tert-butyl 3-(trifluoromethyl)pyrrolidin-3-ylcarbamate (92 mg, 0.362 mmol) and DIPEA (0.075 mL, 0.428 mmol) were added to a solution of 6-chloro-5-(1-(tetrahydro-2H-pyran-2-yl)-1H-pyrazol-5-yl)-N-(4-(trifluoromethoxy)phenyl)nicotinamide (Stage 32.1, 100 mg, 0.214 mmol) in iPrOH (1.5 mL) and the RM was stirred at 130° C. overnight. The mixture was filtered and the solvent was evaporated off under reduced pressure to give a residue which was treated with 2 N aqueous citric acid and extracted w... RXN SMILES: [F:1][C:2]([F:17])([F:16])[C@@:3]1([NH:8]C(=O)OC(C)(C)C)[CH2:7][CH2:6][NH:5][CH2:4]1.CCN(C(C)C)C(C)C.Cl[C:28]1[C:47]([C:48]2[N:52](C3CCCCO3)[N:51]=[CH:50][CH:49]=2)=[CH:46][C:31]([C:32]([NH:34][C:35]2[CH:40]=[CH:39][C:38]([O:41][C:42]([F:45])([F:44])[F:43])=[CH:37][CH:36]=2)=[O:33])=[CH:30][N:29]=1.C(O)(=O)CC(CC(O)=O)(C(O)=O)O.C(O)(C(F)(F)F)=O>CC(O)C.C(Cl)Cl>[NH2:8][C@:3]1([C:2]([F:1])([F:16])[F:17])[CH2:7][CH2:6][N:5]([C:28]2[C:47]([C:48]3[NH:52][N:51]=[CH:50][CH:49]=3)=[CH:46][C:31]([C:32]([NH:34][C:35]3[CH:36]=[CH:37][C:38]([O:41][C:42]([F:44])([F:43])[F:45])=[CH:39][CH:40]=3)=[O:33])=[CH:30][N:29]=2)[CH2:4]1. The reactants are C(CC(O)(C(=O)O)CC(=O)O)(=O)O (citric acid), FC([C@@]1(CNCC1)NC(OC(C)(C)C)=O)(F)F ((R)-tert-butyl 3-(trifluoromethyl)pyrrolidin-3-ylcarbamate), CCN(C(C)C)C(C)C (DIPEA), ClC1=NC=C(C(=O)NC2=CC=C(C=C2)OC(F)(F)F)C=C1C1=CC=NN1C1OCCCC1 (6-chloro-5-(1-(tetrahydro-2H-pyran-2-yl)-1H-pyrazol-5-yl)-N-(4-(trifluoromethoxy)phenyl)nicotinamide), C(=O)(C(F)(F)F)O (TFA). Reactants: CCCCP(=CC#N)(CCCC)CCCC, Cc1ccccc1, COC(=O)CC1(C)CC(c2cccc(Cl)c2)C(c2ccc(Cl)cc2)N(C(CO)C2CC2)C1=O, NS(=O)(=O)c1cccs1. The product is COC(=O)CC1(C)CC(c2cccc(Cl)c2)C(c2ccc(Cl)cc2)N(C(CNS(=O)(=O)c2cccs2)C2CC2)C1=O. As a reaction SMILES: [C:34]([CH:35]=[P:36]([CH2:37][CH2:38][CH2:39][CH3:40])([CH2:41][CH2:42][CH2:43][CH3:44])[CH2:45][CH2:46][CH2:47][CH3:48])#[N:49].[CH3:59][c:60]1[cH:61][cH:62][cH:63][cH:64][cH:65]1.[Cl:1][c:2]1[cH:3][c:4]([CH:8]2[CH2:9][C:10]([CH3:28])([CH2:29][C:30](=[O:31])[O:32][CH3:33])[C:11](=[O:27])[N:12]([CH:21]([CH2:22][OH:23])[CH:24]3[CH2:25][CH2:26]3)[CH:13]2[c:14]2[cH:15][cH:16][c:17]([Cl:20])[cH:18][cH:19]2)[cH:5][cH:6][cH:7]1.[s:50]1[c:51]([S:55](=[O:56])(=[O:57])[NH2:58])[cH:52][cH:53][cH:54]1>>[Cl:1][c:2]1[cH:3][c:4]([CH:8]2[CH2:9][C:10]([CH3:28])([CH2:29][C:30](=[O:31])[O:32][CH3:33])[C:11](=[O:27])[N:12]([CH:21]([CH2:22][NH:58][S:55]([c:51]3[s:50][cH:54][cH:53][cH:52]3)(=[O:56])=[O:57])[CH:24]3[CH2:25][CH2:26]3)[CH:13]2[c:14]2[cH:15][cH:16][c:17]([Cl:20])[cH:18][cH:19]2)[cH:5][cH:6][cH:7]1. Reactants: C=O (paraformaldehyde), BrCC(C)C1=CC=C(C=C1)C1=C(C=C(C=C1)F)F (4-(1-bromo-2-propyl)-2',4'-difluorobiphenyl), [Mg] (magnesium). Run in C1CCOC1 (THF). Run at time 5 day. Product: FC1=C(C=CC(=C1)F)C1=CC=C(C=C1)C(CCO)C (3-(2',4'-difluoro-4-biphenylyl)butan-1-ol). Reaction SMILES: [CH2:1]=[O:2].Br[CH2:4][CH:5]([C:7]1[CH:12]=[CH:11][C:10]([C:13]2[CH:18]=[CH:17][C:16]([F:19])=[CH:15][C:14]=2[F:20])=[CH:9][CH:8]=1)[CH3:6].[Mg]>C1COCC1>[F:20][C:14]1[CH:15]=[C:16]([F:19])[CH:17]=[CH:18][C:13]=1[C:10]1[CH:11]=[CH:12][C:7]([CH:5]([CH3:6])[CH2:4][CH2:1][OH:2])=[CH:8][CH:9]=1. Procedure: 0.3 g. of paraformaldehyde is added to Grignard solution prepared from 3.11 g. of 4-(1-bromo-2-propyl)-2',4'-difluorobiphenyl and 0.26 g. of magnesium powder in 40 ml. of THF and the mixture is allowed to stand for 5 days. It is worked up in the customary manner, using ice/dilute hydrochloric acid, to give 3-(2',4'-difluoro-4-biphenylyl)butan-1-ol. The reactants are CCOC(=O)N1c2ccc(C(F)(F)F)cc2C(Nc2ncc(-c3nnn[nH]3)c(Cc3cc(C(F)(F)F)cc(C(F)(F)F)c3)n2)CC1CC, CCOC(=O)N=NC(=O)OCC, CCOC(C)=O, Cc1ccccc1, C1CCOC1, O, OCCN1CCOCC1, c1ccc(P(c2ccccc2)c2ccccc2)cc1. The product is CCOC(=O)N1c2ccc(C(F)(F)F)cc2C(Nc2ncc(-c3nnn(CCN4CCOCC4)n3)c(Cc3cc(C(F)(F)F)cc(C(F)(F)F)c3)n2)CC1CC. RXN SMILES: [CH2:1]([CH3:2])[O:3][C:4](=[O:5])[N:6]1[CH:7]([CH2:47][CH3:48])[CH2:8][CH:9]([NH:20][c:21]2[n:22][cH:23][c:24](-[c:42]3[n:43][n:44][n:45][nH:46]3)[c:25]([CH2:27][c:28]3[cH:29][c:30]([C:38]([F:39])([F:40])[F:41])[cH:31][c:32]([C:34]([F:35])([F:36])[F:37])[cH:33]3)[n:26]2)[c:10]2[cH:11][c:12]([C:16]([F:17])([F:18])[F:19])[cH:13][cH:14][c:15]21.[CH2:77]([O:78][C:79]([N:80]=[N:81][C:82]([O:83][CH2:84][CH3:85])=[O:86])=[O:87])[CH3:88].[CH3:101][CH2:102][O:103][C:104](=[O:105])[CH3:106].[CH3:94][c:95]1[cH:96][cH:97][cH:98][cH:99][cH:100]1.[O:89]1[CH2:90][CH2:91][CH2:92][CH2:93]1.[OH2:107].[OH:49][CH2:50][CH2:51][N:52]1[CH2:53][CH2:54][O:55][CH2:56][CH2:57]1.[c:58]1([P:59]([c:60]2[cH:61][cH:62][cH:63][cH:64][cH:65]2)[c:66]2[cH:67][cH:68][cH:69][cH:70][cH:71]2)[cH:72][cH:73][cH:74][cH:75][cH:76]1>>[CH2:1]([CH3:2])[O:3][C:4](=[O:5])[N:6]1[CH:7]([CH2:47][CH3:48])[CH2:8][CH:9]([NH:20][c:21]2[n:22][cH:23][c:24](-[c:42]3[n:43][n:44][n:45]([CH2:50][CH2:51][N:52]4[CH2:53][CH2:54][O:55][CH2:56][CH2:57]4)[n:46]3)[c:25]([CH2:27][c:28]3[cH:29][c:30]([C:38]([F:39])([F:40])[F:41])[cH:31][c:32]([C:34]([F:35])([F:36])[F:37])[cH:33]3)[n:26]2)[c:10]2[cH:11][c:12]([C:16]([F:17])([F:18])[F:19])[cH:13][cH:14][c:15]21.